This data is from the Open Reaction Database (ORD), a public repository of structured organic reaction records. The task is: describe an organic reaction: reactants, conditions, products, and yield The reactants are ClC=1C=C(C=C(C1)Cl)/C=C/C(=O)OC ((E)-Methyl 3-(3,5-dichlorophenyl)acrylate), [OH-].[Na+] (NaOH). The solvent is C1CCOC1 (THF). Run at time 8 hour. Yields the product ClC=1C=C(C=C(C1)Cl)/C=C/C(=O)O ((E)-3-(3,5-Dichlorophenyl)acrylic acid). Reaction SMILES: [Cl:1][C:2]1[CH:3]=[C:4](/[CH:9]=[CH:10]/[C:11]([O:13]C)=[O:12])[CH:5]=[C:6]([Cl:8])[CH:7]=1.[OH-].[Na+]>C1COCC1>[Cl:1][C:2]1[CH:3]=[C:4](/[CH:9]=[CH:10]/[C:11]([OH:13])=[O:12])[CH:5]=[C:6]([Cl:8])[CH:7]=1 |f:1.2|. Procedure: To (E)-methyl 3-(3,5-dichlorophenyl)acrylate (step 1) (2 g, 8.66 mmol) in THF (35 ml) was added 2M NaOH (12.98 ml, 26.0 mmol) and the reaction mixture was stirred at RT overnight. The solvent was removed under reduced pressure and the residue was dissolved in water and washed with EtOAc. The aqueous portion was acidified to pH 4 using 1M HCl and extracted with DCM. The organic portion was dried using a phase separating column and the solvent removed under reduced pressure to afford the title com... The reactants are Fc1ccc(C(=C(c2ccccc2)C(F)(F)F)c2ccc(OCCBr)cc2)cc1, C1COCCN1, CCCCCC. Yields the product Fc1ccc(C(=C(c2ccccc2)C(F)(F)F)c2ccc(OCCN3CCOCC3)cc2)cc1. As a reaction SMILES: [Br:1][CH2:2][CH2:3][O:4][c:5]1[cH:6][cH:7][c:8]([C:11](=[C:12]([C:13]([F:14])([F:15])[F:16])[c:17]2[cH:18][cH:19][cH:20][cH:21][cH:22]2)[c:23]2[cH:24][cH:25][c:26]([F:29])[cH:27][cH:28]2)[cH:9][cH:10]1.[CH2:30]1[CH2:31][O:32][CH2:33][CH2:34][NH:35]1.[CH3:36][CH2:37][CH2:38][CH2:39][CH2:40][CH3:41]>>[CH2:2]([CH2:3][O:4][c:5]1[cH:6][cH:7][c:8]([C:11](=[C:12]([C:13]([F:14])([F:15])[F:16])[c:17]2[cH:18][cH:19][cH:20][cH:21][cH:22]2)[c:23]2[cH:24][cH:25][c:26]([F:29])[cH:27][cH:28]2)[cH:9][cH:10]1)[N:35]1[CH2:30][CH2:31][O:32][CH2:33][CH2:34]1. Starting materials: Br.BrCCC1=CC=C(N)C=C1 (4-(2-bromoethyl)aniline hydrobromide), C([O-])([O-])=O.[K+].[K+] (potassium carbonate), BrCC(=O)OCC (ethyl bromoacetate), ice water. The solvent is CN(C=O)C (N,N-dimethylformamide). Run at time 36 hour. Yields the product BrCCC1=CC=C(C=C1)NCC(=O)OCC (ethyl N-[4-(2-bromoethyl)phenyl]aminoacetate). RXN SMILES: Br.[Br:2][CH2:3][CH2:4][C:5]1[CH:11]=[CH:10][C:8]([NH2:9])=[CH:7][CH:6]=1.C(=O)([O-])[O-].[K+].[K+].Br[CH2:19][C:20]([O:22][CH2:23][CH3:24])=[O:21]>CN(C)C=O>[Br:2][CH2:3][CH2:4][C:5]1[CH:11]=[CH:10][C:8]([NH:9][CH2:19][C:20]([O:22][CH2:23][CH3:24])=[O:21])=[CH:7][CH:6]=1 |f:0.1,2.3.4|. Reported procedure: To a solution of 4-(2-bromoethyl)aniline hydrobromide (9.15 g) in N,N-dimethylformamide (65 ml) were added potassium carbonate (4.95 g) and ethyl bromoacetate (3.97 ml), and the mixture was stirred for 36 hours at room temperature. The reaction mixture was poured into ice-water, and collection of the resulting precipitates by filtration gave ethyl N-[4-(2-bromoethyl)phenyl]aminoacetate (8.39 g) The reactants are C=CCOC(=O)N1CC(OS(C)(=O)=O)CC1CCOS(C)(=O)=O, CC(C)(C)[O-], CN(C)C=O, [K+], O, c1c[nH]cn1. Product: C=CCOC(=O)N1CC(OS(C)(=O)=O)CC1CCn1ccnc1. RXN SMILES: [CH2:1]([CH:2]=[CH2:3])[O:4][C:5](=[O:6])[N:7]1[CH:8]([CH2:17][CH2:18][O:19][S:20]([CH3:21])(=[O:22])=[O:23])[CH2:9][CH:10]([O:12][S:13](=[O:14])(=[O:15])[CH3:16])[CH2:11]1.[CH3:29][C:30]([CH3:31])([O-:32])[CH3:33].[CH3:36][N:37]([CH3:38])[CH:39]=[O:40].[K+:34].[OH2:35].[nH:24]1[cH:25][n:26][cH:27][cH:28]1>>[CH2:1]([CH:2]=[CH2:3])[O:4][C:5](=[O:6])[N:7]1[CH:8]([CH2:17][CH2:18][n:24]2[cH:25][n:26][cH:27][cH:28]2)[CH2:9][CH:10]([O:12][S:13](=[O:14])(=[O:15])[CH3:16])[CH2:11]1. The reactants are CC(C)C[AlH]CC(C)C, CO, CC(C)Oc1ccc(-c2nc(-c3cccc4c(CCC(=O)OC(C)(C)C)c[nH]c34)no2)cc1Cl, ClCCl. Yields the product CC(C)Oc1ccc(-c2nc(-c3cccc4c(CCC=O)c[nH]c34)no2)cc1Cl. As a reaction SMILES: [CH3:35][CH:36]([CH2:37][AlH:38][CH2:39][CH:40]([CH3:41])[CH3:42])[CH3:43].[CH3:44][OH:45].[Cl:1][c:2]1[cH:3][c:4](-[c:12]2[n:13][c:14](-[c:17]3[cH:18][cH:19][cH:20][c:21]4[c:22]([CH2:26][CH2:27][C:28](=[O:29])[O:30][C:31]([CH3:32])([CH3:33])[CH3:34])[cH:23][nH:24][c:25]34)[n:15][o:16]2)[cH:5][cH:6][c:7]1[O:8][CH:9]([CH3:10])[CH3:11].[Cl:46][CH2:47][Cl:48]>>[Cl:1][c:2]1[cH:3][c:4](-[c:12]2[n:13][c:14](-[c:17]3[cH:18][cH:19][cH:20][c:21]4[c:22]([CH2:26][CH2:27][CH:28]=[O:29])[cH:23][nH:24][c:25]34)[n:15][o:16]2)[cH:5][cH:6][c:7]1[O:8][CH:9]([CH3:10])[CH3:11]. The reactants are N(=[N+]=[N-])C1C[C@H](N(C1)C(CP(=O)(CCCCC1=CC=CC=C1)O)=O)C(=O)O ((S)-4-azido-1-[[hydroxy(4-phenylbutyl)phosphinyl]acetyl]-L-proline), Crude product. Reagents/catalysts: [Pd] (palladium on charcoal). The solvent is O (water), O (water). Reaction conditions: time 3 hour. Product: NC1C[C@H](N(C1)C(CP(=O)(CCCCC1=CC=CC=C1)O)=O)C(=O)O ((S)-4-Amino-1-[[hydroxy(4-phenylbutyl)phosphinyl]acetyl]-L-proline). Yield: 40.1%. RXN SMILES: [N:1]([CH:4]1[CH2:8][N:7]([C:9](=[O:24])[CH2:10][P:11]([OH:23])([CH2:13][CH2:14][CH2:15][CH2:16][C:17]2[CH:22]=[CH:21][CH:20]=[CH:19][CH:18]=2)=[O:12])[C@H:6]([C:25]([OH:27])=[O:26])[CH2:5]1)=[N+]=[N-]>[Pd].O>[NH2:1][CH:4]1[CH2:8][N:7]([C:9](=[O:24])[CH2:10][P:11]([OH:23])([CH2:13][CH2:14][CH2:15][CH2:16][C:17]2[CH:22]=[CH:21][CH:20]=[CH:19][CH:18]=2)=[O:12])[C@H:6]([C:25]([OH:27])=[O:26])[CH2:5]1. Procedure: A mixture of (S)-4-azido-1-[[hydroxy(4-phenylbutyl)phosphinyl]acetyl]-L-proline (0.8 g) acetic acid (about 20 ml) and 10% palladium on charcoal is hydrogenated on a Parr apparatus for 3 hours. The reaction mixture is filtered through Celite to remove the catalyst and the solvent is stripped leaving an oil. The oil is diluted with water and washed several times with ethyl acetate. The aqueous phase is lyophilized yielding 0.48 g of crude product as a solid. Crude product (400 mg) is run on a colu... Starting materials: COC=1C=C2C=CNC2=CC1 (5-methoxyindole), C(C(=O)Cl)(=O)Cl (oxalyl chloride). Run in C(C)OCC (diethylether). Conditions: time 3 hour. Yields the product COC=1C=C2C(=CNC2=CC1)C(C(=O)Cl)=O (2-(5-methoxy-1H-indol-3-yl)-2-oxoacetyl chloride). As a reaction SMILES: [CH3:1][O:2][C:3]1[CH:4]=[C:5]2[C:9](=[CH:10][CH:11]=1)[NH:8][CH:7]=[CH:6]2.[C:12](Cl)(=[O:16])[C:13]([Cl:15])=[O:14]>C(OCC)C>[CH3:1][O:2][C:3]1[CH:4]=[C:5]2[C:9](=[CH:10][CH:11]=1)[NH:8][CH:7]=[C:6]2[C:12](=[O:16])[C:13]([Cl:15])=[O:14]. Reported procedure: To a solution of 5-methoxyindole (10.00 g, 67.95 mmol) in diethylether (200 mL), oxalyl chloride (7.79 mL, 88.33 mmol) was added at 0° C. After stirring at rt for 3 h, the solid was filtered off and washed with cold diethylether to yield 2-(5-methoxy-1H-indol-3-yl)-2-oxoacetyl chloride as a orange solid which was used as such in the next step. LC-MS conditions B: tR=0.46 min, no ionization. Reactants: C(C1=CC=CC=C1)N(S(=O)(=O)C1=C(C=CC=C1)C(F)(F)F)CC=1SC(=CC1)Br (N-benzyl-N-(5-bromo-thiophen-2-ylmethyl)-2-trifluoromethyl-benzenesulfonamide), CS(=O)(=O)C1=C(C=CC(=C1)B1OC(C(O1)(C)C)(C)C)CO ([2-methanesulfonyl-4-(4,4,5,5-tetramethyl-[1,3,2]dioxaborolan-2-yl)-phenyl]-methanol), [F-].[Cs+] (cesium fluoride), C([O-])([O-])=O.[Na+].[Na+] (sodium carbonate). Reagents/catalysts: C1=CC=C(C=C1)P([C-]2C=CC=C2)C3=CC=CC=C3.C1=CC=C(C=C1)P([C-]2C=CC=C2)C3=CC=CC=C3.Cl[Pd]Cl.[Fe+2].ClCCl (dichloro[1,1′-bis(diphenylphosphino)ferrocene]palladium dichloromethane). The solvent is COCCOC (1,2-dimethoxyethane). Run at temperature 80 celsius. Yields the product C(C1=CC=CC=C1)N(S(=O)(=O)C1=C(C=CC=C1)C(F)(F)F)CC=1SC(=CC1)C1=CC(=C(C=C1)CO)S(=O)(=O)C (N-benzyl-N-[5-(4-hydroxymethyl-3-methanesulfonyl-phenyl)-thiophen-2-ylmethyl]-2-trifluoromethyl-benzenesulfonamide). The yield is 39.0%. As a reaction SMILES: [CH2:1]([N:8]([CH2:22][C:23]1[S:24][C:25](Br)=[CH:26][CH:27]=1)[S:9]([C:12]1[CH:17]=[CH:16][CH:15]=[CH:14][C:13]=1[C:18]([F:21])([F:20])[F:19])(=[O:11])=[O:10])[C:2]1[CH:7]=[CH:6][CH:5]=[CH:4][CH:3]=1.[CH3:29][S:30]([C:33]1[CH:38]=[C:37](B2OC(C)(C)C(C)(C)O2)[CH:36]=[CH:35][C:34]=1[CH2:48][OH:49])(=[O:32])=[O:31].[F-].[Cs+].C(=O)([O-])[O-].[Na+].[Na+]>C1C=CC(P(C2C=CC=CC=2)[C-]2C=CC=C2)=CC=1.C1C=CC(P(C2C=CC=CC=2)[C-]2C=CC=C2)=CC=1.Cl[Pd]Cl.[Fe+2].ClCCl.COCCOC>[CH2:1]([N:8]([CH2:22][C:23]1[S:24][C:25]([C:37]2[CH:36]=[CH:35][C:34]([CH2:48][OH:49])=[C:33]([S:30]([CH3:29])(=[O:32])=[O:31])[CH:38]=2)=[CH:26][CH:27]=1)[S:9]([C:12]1[CH:17]=[CH:16][CH:15]=[CH:14][C:13]=1[C:18]([F:21])([F:20])[F:19])(=[O:11])=[O:10])[C:2]1[CH:7]=[CH:6][CH:5]=[CH:4][CH:3]=1 |f:2.3,4.5.6,7.8.9.10.11|. Procedure: A suspension of N-benzyl-N-(5-bromo-thiophen-2-ylmethyl)-2-trifluoromethyl-benzenesulfonamide (example 1, step 2, 170 mg), [2-methanesulfonyl-4-(4,4,5,5-tetramethyl-[1,3,2]dioxaborolan-2-yl)-phenyl]-methanol (CAS [918328-16-2], 90 mg), cesium fluoride (88 mg) and dichloro[1,1′-bis(diphenylphosphino)ferrocene]palladium dichloromethane adduct (12 mg) in a 1 M aqueous sodium carbonate solution (0.72 mL) and 1,2-dimethoxyethane (1.5 mL) was heated to 80° C. for 36 h. After cooling to r.t., the mixtu... The reactants are BrC1=CC=C(C=C1)C(CC)=O (1-(4-bromophenyl)propan-1-one), FC(C1=CC=C(C=C1)B(O)O)(F)F (4-trifluoromethylphenylboronic acid), C([O-])([O-])=O.[K+].[K+] (potassium carbonate). The reagents and catalysts are C=1C=CC(=CC1)[P](C=2C=CC=CC2)(C=3C=CC=CC3)[Pd]([P](C=4C=CC=CC4)(C=5C=CC=CC5)C=6C=CC=CC6)([P](C=7C=CC=CC7)(C=8C=CC=CC8)C=9C=CC=CC9)[P](C=1C=CC=CC1)(C=1C=CC=CC1)C=1C=CC=CC1 (tetrakis(triphenylphosphine)palladium). Solvent: C1(=CC=CC=C1)C.C(C)O (toluene ethanol). Product: FC(C1=CC=C(C=C1)C1=CC=C(C=C1)C(CC)=O)(F)F (1-(4′-trifluoromethylbiphenyl-4-yl)propan-1-one). Isolated yield 88.3%. Reaction SMILES: Br[C:2]1[CH:7]=[CH:6][C:5]([C:8](=[O:11])[CH2:9][CH3:10])=[CH:4][CH:3]=1.[F:12][C:13]([F:24])([F:23])[C:14]1[CH:19]=[CH:18][C:17](B(O)O)=[CH:16][CH:15]=1.C(=O)([O-])[O-].[K+].[K+]>C1(C)C=CC=CC=1.C(O)C.C1C=CC([P]([Pd]([P](C2C=CC=CC=2)(C2C=CC=CC=2)C2C=CC=CC=2)([P](C2C=CC=CC=2)(C2C=CC=CC=2)C2C=CC=CC=2)[P](C2C=CC=CC=2)(C2C=CC=CC=2)C2C=CC=CC=2)(C2C=CC=CC=2)C2C=CC=CC=2)=CC=1>[F:12][C:13]([F:24])([F:23])[C:14]1[CH:19]=[CH:18][C:17]([C:2]2[CH:7]=[CH:6][C:5]([C:8](=[O:11])[CH2:9][CH3:10])=[CH:4][CH:3]=2)=[CH:16][CH:15]=1 |f:2.3.4,5.6,^1:44,46,65,84|. Procedure details: To a solution of 1-(4-bromophenyl)propan-1-one (10 g, 46.9 mmol) in toluene/ethanol (47/47 ml) is added 4-trifluoromethylphenylboronic acid (10.63 g, 51.6 mmol), tetrakis(triphenylphosphine)palladium (2.7 g, 2.3 mmol), and 2 N potassium carbonate (47 mL). The reaction mixture is heated at reflux overnight, cooled to rt, and partitioned between ethyl acetate and water. The organic layer is dried and concentrated, then loaded onto silica gel and eluted using hexanes with an ethyl acetate gradient ... Reactants: acid chloride, C(CC)C1=CC=C(C=C1)CCCC(=O)O (4-(4-(1-n-Propyl)phenyl)butanoic acid), C(C(=O)Cl)(=O)Cl (oxalyl chloride), C1(=CC=CC=C1)C[C@@H]1NC(OC1)=O (4(S)-phenylmethyl-2-oxazolidinone), C(CCC)[Li] (butyl lithium). Solvent: C1CCOC1 (THF), C1CCOC1 (THF), ClCCl (dichloromethane). Reaction conditions: time 5 minute. Yields the product C(CC)C1=CC=C(C=C1)CCCC(=O)N1C(OC[C@@H]1CC1=CC=CC=C1)=O (3-(4-(4-(1-n-Propyl)phenyl)butanoyl)-4(S)-phenylmethyl-2-oxazolidinone). The yield is 60.8%. As a reaction SMILES: [CH2:1]([C:4]1[CH:9]=[CH:8][C:7]([CH2:10][CH2:11][CH2:12][C:13]([OH:15])=O)=[CH:6][CH:5]=1)[CH2:2][CH3:3].C(Cl)(=O)C(Cl)=O.[C:22]1([CH2:28][C@H:29]2[CH2:33][O:32][C:31](=[O:34])[NH:30]2)[CH:27]=[CH:26][CH:25]=[CH:24][CH:23]=1.C([Li])CCC>ClCCl.C1COCC1>[CH2:1]([C:4]1[CH:5]=[CH:6][C:7]([CH2:10][CH2:11][CH2:12][C:13]([N:30]2[C@@H:29]([CH2:28][C:22]3[CH:27]=[CH:26][CH:25]=[CH:24][CH:23]=3)[CH2:33][O:32][C:31]2=[O:34])=[O:15])=[CH:8][CH:9]=1)[CH2:2][CH3:3]. Procedure: 4-(4-(1-n-Propyl)phenyl)butanoic acid (19.3 g) was disolved in dichloromethane and 25 mL of oxalyl chloride was added. After gas evolution ceased (~3 h) the mixture was concentrated in vacuo. To a solution of 4(S)-phenylmethyl-2-oxazolidinone (16.6 g, 93.6 mmol) in 250 mL of dry THF at -78° C. was added butyl lithium (64.4 mL, 1.6M, 102.99 mmol). After 5 min, a solution of the acid chloride in THF was added via cannula. After 15 min, the reaction was partitioned between ethyl acetate and 2N hydr...